From a dataset of the Open Reaction Database (ORD), a public repository of structured organic reaction records. describe an organic reaction: reactants, conditions, products, and yield Reactants: C(C)OC(CC1=CC(=C(C=C1)OC)OC)=O ((3,4-dimethoxy-phenyl)-acetic acid ethyl ester), C(C)(C)[N-]C(C)C.[Li+] (lithium diisopropylamide), BrC(C)C (2-bromopropane), C[Si](C)(C)[N-][Si](C)(C)C.[Na+] (NaHMDS), [H-].[Na+] (sodium hydride), COC=1C=C(C=CC1OC)CC#N ((3,4-Dimethoxyphenyl)acetonitrile), ClC(=O)OCC (ethyl chloroformate), C[Si](C)(C)[N-][Si](C)(C)C.[Na+] (NaHMDS). The product is BrCCCC(C(=O)OCC)(C(=O)OCC)C1=CC(=C(C=C1)OC)OC (Diethyl 2-(3-bromopropyl)-2-(3,4-dimethoxyphenyl)malonate). RXN SMILES: [CH2:1]([O:3][C:4](=[O:16])[CH2:5][C:6]1[CH:11]=[CH:10][C:9]([O:12][CH3:13])=[C:8]([O:14][CH3:15])[CH:7]=1)[CH3:2].CO[C:19]1C=C(CC#N)C=[CH:23][C:24]=1OC.Cl[C:31]([O:33][CH2:34][CH3:35])=[O:32].[Br:36]C(C)C.C([N-]C(C)C)(C)C.[Li+].C[Si]([N-][Si](C)(C)C)(C)C.[Na+].[H-].[Na+]>>[Br:36][CH2:23][CH2:24][CH2:19][C:5]([C:6]1[CH:11]=[CH:10][C:9]([O:12][CH3:13])=[C:8]([O:14][CH3:15])[CH:7]=1)([C:31]([O:33][CH2:34][CH3:35])=[O:32])[C:4]([O:3][CH2:1][CH3:2])=[O:16] |f:4.5,6.7,8.9|. Procedure details: For Step 1, (3,4-dimethoxy-phenyl)-acetic acid ethyl ester was substituted for (3,4-Dimethoxyphenyl)acetonitrile, ethyl chloroformate was substituted for 2-bromopropane and lithium diisopropylamide (LDA) was substituted for NaHMDS. For Step 2, sodium hydride was substituted for NaHMDS. Yields the product CC1([C@@H]([C@@H]1\C=C/C(=O)O)C(=O)OC(C)(C)C)C (tert.-butyl (1R,cis) 2,2-dimethyl-3-[Z-2-carboxyethenyl]-cyclopropane-carboxylate). Procedure: A mixture of 2 g of tert.-butyl (1R, cis) 2,2-dimethyl-3-[Z-carboxyethynyl]-cyclopropane-carboxylic acid, 40 ml of ethyl acetate, 0.38 g of 10% palladium hydroxide on barium sulfate and 0.4 ml of quinoline was hydrogenated and was filtered. The filtrate was washed with 0.5 N hydrochloric acid and with water until the wash water was neutral, dried and evaporated to dryness under reduced pressure to obtain 2 g of tert.-butyl (1R,cis) 2,2-dimethyl-3-[Z-2-carboxyethenyl]-cyclopropane-carboxylate mel... Reactants: CC1(C(C1\C=C/C(=O)OC)C(=O)O)C (2,2-dimethyl-3-[(Z)-2-(methoxy carbonyl)-ethenyl]-cyclopropane-carboxylic acid), 2,2-dimethyl-3-[Z-carboxyethynyl]-cyclopropane-carboxylic acid, N1=CC=CC2=CC=CC=C12 (quinoline). Reagents/catalysts: [OH-].[Pd+2].[OH-] (palladium hydroxide). RXN SMILES: [CH3:1][C:2]1([CH3:14])[CH:4](/[CH:5]=[CH:6]\[C:7]([O:9]C)=[O:8])[CH:3]1[C:11]([OH:13])=[O:12].N1[C:24]2[C:19](=[CH:20]C=CC=2)[CH:18]=CC=1>[OH-].[Pd+2].[OH-].C(OCC)(=O)C>[CH3:1][C:2]1([CH3:14])[C@@H:4](/[CH:5]=[CH:6]\[C:7]([OH:9])=[O:8])[C@H:3]1[C:11]([O:13][C:19]([CH3:24])([CH3:20])[CH3:18])=[O:12] |f:2.3.4|. Run in C(C)(=O)OCC (ethyl acetate). Starting materials: C(CC#N)#N (malononitrile), [N-](C#N)C#N.[Na+] (sodium dicyanamide), CN(C(N(C)C)=O)C (tetramethylurea). The solvent is CC(CC)O (2-butanol). Run at temperature 145 celsius, time 1 hour. Product: NC(=C(C#N)C#N)NC#N (1-amino-1-cyanamido-2,2-dicyanoethylene). The yield is 93.9%. As a reaction SMILES: [C:1](#[N:5])[CH2:2][C:3]#[N:4].[N-:6]([C:9]#[N:10])[C:7]#[N:8].[Na+].CN(C)C(=O)N(C)C>CC(O)CC>[NH2:8][C:7]([NH:6][C:9]#[N:10])=[C:2]([C:1]#[N:5])[C:3]#[N:4] |f:1.2|. Procedure: To a 500 ml flask is charged 13.2 gm (0.2 mole) of malononitrile, 18.2 gm (0.2 mole) of sodium dicyanamide and 80 ml of tetramethylurea. The stirred mixture is heated at 145° C. for 2.5 hours; then cooled to about room temperature. The slurry is diluted with 300 ml 2-butanol and stirred in an ice bath for one hour. The solids are filtered, washed with 50 ml of 2-butanol. The product is dried overnight at 70° C. in a vacuum oven to yield 25.0 gm of 1-amino-1-cyanamido-2,2-dicyanoethylene, sodium ...